This data is from the Open Reaction Database (ORD), a public repository of structured organic reaction records. The task is: describe an organic reaction: reactants, conditions, products, and yield Reaction SMILES: [CH3:19][CH2:20][OH:21].[Cl:16][CH2:17][Cl:18].[F:1][c:2]1[c:3]([C:4]#[N:5])[c:6](-[n:10]2[n:11][cH:12][n:13][cH:14]2)[cH:7][cH:8][cH:9]1.[OH2:15]>>[F:1][c:2]1[c:3]([CH2:4][NH2:5])[c:6](-[n:10]2[n:11][cH:12][n:13][cH:14]2)[cH:7][cH:8][cH:9]1. The reactants are CCO, ClCCl, N#Cc1c(F)cccc1-n1cncn1, O. Product: NCc1c(F)cccc1-n1cncn1. Reactants: ClC1=C(C(=CC(=C1)OC=1C=CC2=C(N(N=N2)C(C=O)C)C1)F)C(F)(F)F (6-[(2-chloro-α,α,α,6-tetrafluoro-p-tolyl) oxy]-α-methyl-1H-benzotriazol-1-acetaldehyde), [N+](=O)([O-])C1=C(C=CC(=C1)[N+](=O)[O-])NN (2,4-dinitrophenylhydrazine), OS(=O)(=O)O (H2SO4). Run in C(C)O (ethanol), O (H2O). Product: [N+](=O)([O-])C1=C(C=CC(=C1)[N+](=O)[O-])NN=CC(N1N=NC2=C1C=C(C=C2)OC2=CC(=C(C(=C2)F)C(F)(F)F)Cl)C (6-[(2-chloro-α,α,α,6-tetrafluoro-p-tolyl)oxy]-α-methyl-1H-benzotriazol-1-acetaldehyde (2.4-dinitrophenyl)hydrazone). As a reaction SMILES: [Cl:1][C:2]1[CH:7]=[C:6]([O:8][C:9]2[CH:10]=[CH:11][C:12]3[N:16]=[N:15][N:14]([CH:17]([CH3:20])[CH:18]=O)[C:13]=3[CH:21]=2)[CH:5]=[C:4]([F:22])[C:3]=1[C:23]([F:26])([F:25])[F:24].[N+:27]([C:30]1[CH:35]=[C:34]([N+:36]([O-:38])=[O:37])[CH:33]=[CH:32][C:31]=1[NH:39][NH2:40])([O-:29])=[O:28].OS(O)(=O)=O>C(O)C.O>[N+:27]([C:30]1[CH:35]=[C:34]([N+:36]([O-:38])=[O:37])[CH:33]=[CH:32][C:31]=1[NH:39][N:40]=[CH:18][CH:17]([CH3:20])[N:14]1[C:13]2[CH:21]=[C:9]([O:8][C:6]3[CH:5]=[C:4]([F:22])[C:3]([C:23]([F:26])([F:25])[F:24])=[C:2]([Cl:1])[CH:7]=3)[CH:10]=[CH:11][C:12]=2[N:16]=[N:15]1)([O-:29])=[O:28]. Procedure: A solution of 6-[(2-chloro-α,α,α,6-tetrafluoro-p-tolyl) oxy]-α-methyl-1H-benzotriazol-1-acetaldehyde (0.0294 mole) in ethanol is added to a solution of 2,4-dinitrophenylhydrazine (7 g, 0.035 mole) and conc. H2SO4 (35 ml, 0.63 mole) in H2O at 50° C., allowed to come to room temperature and filtered. The solid filter cake is recrystallized from aqueous acetic acid and from ethanol to afford the title compound, mp 148°-149° C., identified by elemental and NMR analyses. Starting materials: CCc1cc(-c2ccc(S(=O)(=O)Cl)s2)c(C)[nH]c1=O, NCCN1CCCC1. The product is CCc1cc(-c2ccc(S(=O)(=O)NCCN3CCCC3)s2)c(C)[nH]c1=O, Cl. RXN SMILES: [CH2:1]([CH3:2])[c:3]1[cH:4][c:5](-[c:11]2[cH:12][cH:13][c:14]([S:16](=[O:17])(=[O:18])[Cl:19])[s:15]2)[c:6]([CH3:10])[nH:7][c:8]1=[O:9].[NH2:20][CH2:21][CH2:22][N:23]1[CH2:24][CH2:25][CH2:26][CH2:27]1>>[CH2:1]([CH3:2])[c:3]1[cH:4][c:5](-[c:11]2[cH:12][cH:13][c:14]([S:16](=[O:17])(=[O:18])[NH:20][CH2:21][CH2:22][N:23]3[CH2:24][CH2:25][CH2:26][CH2:27]3)[s:15]2)[c:6]([CH3:10])[nH:7][c:8]1=[O:9].[ClH:19]. Reactants: C(\C=C/C(=O)O)(=O)O.CN1C[C@@H]2[C@H](CC1)C1=C(OC3=C2C=CC=C3)C=CC=C1 (cis-2-methyl-1,2,3,4,4a,13b-hexahydro-dibenz[2,3;6,7] oxepino[4,5-c]pyridine maleate), C(\C=C/C(=O)O)(=O)O.CN1C[C@@H]2[C@H](CC1)C1=C(CC3=C2C=CC=C3)C=CC=C1 (cis-2-methyl-2,3,4,4a,9,13b-hexahydro-1H-dibenzo[1,2;5,6] cyclohepta[3,4-c]pyridine maleate), maleate salt. The product is CN1CC2C(C1)C1=C(CC3=C2C=CC=C3)C=CC=C1 (2-methyl-1,2,3,3a,8,12b-hexahydro-dibenzo[1,2;5,6] cyclohepta[3,4-c]pyrrole). As a reaction SMILES: C(O)(=O)/C=C\C(O)=O.CN1CC[C@@H]2C3C=CC=CC=3OC3C=CC=CC=3[C@@H]2C1.C(O)(=O)/C=C\C(O)=O.[CH3:37][N:38]1[CH2:43]C[C@@H:41]2[C:44]3[CH:56]=[CH:55][CH:54]=[CH:53][C:45]=3[CH2:46][C:47]3[CH:52]=[CH:51][CH:50]=[CH:49][C:48]=3[C@@H:40]2[CH2:39]1>>[CH3:43][N:38]1[CH2:39][CH:40]2[C:48]3[CH:49]=[CH:50][CH:51]=[CH:52][C:47]=3[CH2:46][C:45]3[CH:53]=[CH:54][CH:55]=[CH:56][C:44]=3[CH:41]2[CH2:37]1 |f:0.1,2.3|. Reported procedure: cis-2-methyl-1,2,3,4,4a,13b-hexahydro-dibenz[2,3;6,7] oxepino[4,5-c]pyridine maleate, m.p. 174°-175° C.; cis-2-methyl-2,3,4,4a,9,13b-hexahydro-1H-dibenzo[1,2;5,6] cyclohepta[3,4-c]pyridine maleate, m.p. 207°-209° C. and the corresponding trans isomer (maleate salt), m.p. 175°-176° C.